This data is from the Open Reaction Database (ORD), a public repository of structured organic reaction records. The task is: describe an organic reaction: reactants, conditions, products, and yield The reactants are C1CCOC1, O=c1cc(CO)occ1OC(c1ccccc1)c1ccccc1, CCOC(=O)N=NC(=O)OCC, c1ccc(P(c2ccccc2)c2ccccc2)cc1, C=CCOC(=O)C(=NO)c1cccs1. Yields the product C=CCOC(=O)C(=NOCc1cc(=O)c(OC(c2ccccc2)c2ccccc2)co1)c1cccs1. RXN SMILES: [CH2:69]1[O:70][CH2:71][CH2:72][CH2:73]1.[CH:15]([c:16]1[cH:17][cH:18][cH:19][cH:20][cH:21]1)([c:22]1[cH:23][cH:24][cH:25][cH:26][cH:27]1)[O:28][c:29]1[c:30](=[O:37])[cH:31][c:32]([CH2:35][OH:36])[o:33][cH:34]1.[O:57]=[C:58]([O:59][CH2:60][CH3:61])[N:62]=[N:63][C:64]([O:65][CH2:66][CH3:67])=[O:68].[c:38]1([P:39]([c:40]2[cH:41][cH:42][cH:43][cH:44][cH:45]2)[c:46]2[cH:47][cH:48][cH:49][cH:50][cH:51]2)[cH:52][cH:53][cH:54][cH:55][cH:56]1.[s:1]1[c:2]([C:6]([C:7](=[O:8])[O:9][CH2:10][CH:11]=[CH2:12])=[N:13][OH:14])[cH:3][cH:4][cH:5]1>>[s:1]1[c:2]([C:6]([C:7](=[O:8])[O:9][CH2:10][CH:11]=[CH2:12])=[N:13][O:14][CH2:35][c:32]2[cH:31][c:30](=[O:37])[c:29]([O:28][CH:15]([c:16]3[cH:17][cH:18][cH:19][cH:20][cH:21]3)[c:22]3[cH:23][cH:24][cH:25][cH:26][cH:27]3)[cH:34][o:33]2)[cH:3][cH:4][cH:5]1.